From a dataset of the Open Reaction Database (ORD), a public repository of structured organic reaction records. describe an organic reaction: reactants, conditions, products, and yield Starting materials: BrC1=CC=C(C=C1)C(=O)C(=O)C1=CC=C(C=C1)Br (4,4′-dibromobenzil), C(=O)([O-])[O-].[K+].[K+] (K2CO3), [Li+].[Cl-] (LiCl), C(CCCCCCCCCCC)OC1=C(C=C(C=C1)C=C)OCCCCCCCCCCCC (1,2-bis-dodecyloxy-4-vinyl-benzene). The reagents and catalysts are [N+](CCCC)(CCCC)(CCCC)CCCC.[Br-] (Bu4NBr), CC(=O)[O-].CC(=O)[O-].[Pd+2] (Pd(OAc)2). Solvent: CN(C)C=O (DMF). Reaction conditions: temperature 100 celsius. Product: C(CCCCCCCCCCC)OC=1C=C(C=CC1OCCCCCCCCCCCC)C=CC1=CC=C(C=C1)C(C(=O)C1=CC=C(C=C1)C=CC1=CC(=C(C=C1)OCCCCCCCCCCCC)OCCCCCCCCCCCC)=O (1,2-Bis-{4-[2-(3,4-bis-dodecyloxy-phenyl)-vinyl]-phenyl}-ethane-1,2-dione). Yield: 75.7%. RXN SMILES: Br[C:2]1[CH:7]=[CH:6][C:5]([C:8]([C:10]([C:12]2[CH:17]=[CH:16][C:15](Br)=[CH:14][CH:13]=2)=[O:11])=[O:9])=[CH:4][CH:3]=1.[C:19]([O-:22])([O-])=O.[K+].[K+].[Li+].[Cl-].[CH2:27]([O:39][C:40]1[CH:45]=[CH:44][C:43]([CH:46]=[CH2:47])=[CH:42][C:41]=1[O:48][CH2:49][CH2:50][CH2:51][CH2:52][CH2:53][CH2:54][CH2:55][CH2:56][CH2:57][CH2:58][CH2:59][CH3:60])[CH2:28][CH2:29][CH2:30][CH2:31][CH2:32][CH2:33][CH2:34][CH2:35][CH2:36][CH2:37][CH3:38]>[N+](CCCC)(CCCC)(CCCC)CCCC.[Br-].CC([O-])=O.CC([O-])=O.[Pd+2].CN(C=O)C>[CH2:49]([O:48][C:41]1[CH:42]=[C:43]([CH:46]=[CH:47][C:2]2[CH:7]=[CH:6][C:5]([C:8](=[O:9])[C:10]([C:12]3[CH:17]=[CH:16][C:15]([CH:47]=[CH:46][C:43]4[CH:44]=[CH:45][C:40]([O:39][CH2:27][CH2:28][CH2:29][CH2:30][CH2:31][CH2:32][CH2:33][CH2:34][CH2:35][CH2:36][CH2:37][CH3:38])=[C:41]([O:22][CH2:19][CH2:59][CH2:58][CH2:57][CH2:56][CH2:55][CH2:54][CH2:53][CH2:52][CH2:51][CH2:50][CH3:49])[CH:42]=4)=[CH:14][CH:13]=3)=[O:11])=[CH:4][CH:3]=2)[CH:44]=[CH:45][C:40]=1[O:39][CH2:27][CH2:28][CH2:29][CH2:30][CH2:31][CH2:32][CH2:33][CH2:34][CH2:35][CH2:36][CH2:37][CH3:38])[CH2:50][CH2:51][CH2:52][CH2:53][CH2:54][CH2:55][CH2:56][CH2:57][CH2:58][CH2:59][CH3:60] |f:1.2.3,4.5,7.8,9.10.11|. Reported procedure: A Schlenk tube was charged with 4,4′-dibromobenzil (1.8 g, 4.9 mmol), K2CO3 (3.38 g, 24.5 mmol), Bu4NBr (1.58 g, 4.9 mmol), LiCl (0.21 g, 4.9 mmol), Pd(OAc)2 (0.11 g, 0.49 mmol), 1,2-bis-dodecyloxy-4-vinyl-benzene (JYC-II-004-A) (5.78 g, 12.2 mmol), and 40 mL of dry DMF. The reaction mixture was heated at 100° C. under Ar over the weekend. The reaction mixture was allowed to cool down to room temperature and extracted with CH2Cl2. The organic phase was washed with H2O and dried over anhydrous Mg... Reactants: [N+](=O)([O-])C1=C(C=CC=C1)OC[C@@H](NC(=O)OC(C)(C)C)C(=O)O (O-(o-nitrophenyl)-N-t-butoxycarbonyl-D-serine), [Cl-].[NH4+] (ammonium chloride). The solvent is CO (methanol). RXN SMILES: [N+:1]([C:4]1[CH:9]=[CH:8][CH:7]=[CH:6][C:5]=1[O:10][CH2:11][C@H:12]([C:21]([OH:23])=[O:22])[NH:13][C:14]([O:16][C:17]([CH3:20])([CH3:19])[CH3:18])=[O:15])([O-])=O.[Cl-].[NH4+]>CO.[Zn]>[NH2:1][C:4]1[CH:9]=[CH:8][CH:7]=[CH:6][C:5]=1[O:10][CH2:11][C@H:12]([C:21]([OH:23])=[O:22])[NH:13][C:14]([O:16][C:17]([CH3:18])([CH3:19])[CH3:20])=[O:15] |f:1.2|. The yield is 99.9%. Run at time 18 hour. Product: NC1=C(C=CC=C1)OC[C@@H](NC(=O)OC(C)(C)C)C(=O)O (O-(o-Aminophenyl)-N-t-butoxycarbonyl-D-serine). Procedure details: A mixture of 8.98 g (0.0275M) of O-(o-nitrophenyl)-N-t-butoxycarbonyl-D-serine, 2.95 g (0.0551M) of ammonium chloride (NH4Cl) and 25 g (0.3856M) of zinc dust in 200 mL of methanol was stirred at room temperature for 18 hours. The solvent was evaporated and the residue dissolved in 200 mL of a 50/50 mixture of ethyl acetate and chloroform. The mixture was filtered and the filtrate evaporated to yield 8.15 g (100%) of product as an oil. The reagents and catalysts are [Zn] (zinc). Starting materials: C1(=CC=C(C=C1)S(=O)(=O)O)C (p-toluenesulfonic acid), C(CCCC)C1=CC=C(C=C1)C1=C(C=C(C=C1)CCC=O)F (3-(4'-pentyl-2-fluorobiphenyl-4-yl)-propionaldehyde), 4-(2-fluoro-4'-pentylbiphenylyl)-magnesium bromide, C1CO1 (ethylene oxide), alcohol, [Cr](=O)(=O)([O-])Cl.[NH+]1=CC=CC=C1 (pyridinium chlorochromate), C(CCCCCC)C(CO)CO (2-heptylpropane-1,3-diol). The solvent is C1(=CC=CC=C1)C (toluene), O (water), O (water). Product: C(CCCC)C1=CC=C(C=C1)C1=C(C=C(C=C1)CCC1OCC(CO1)CCCCCCC)F (1-(4'-pentyl-2-fluorobiphenyl-4-yl)-2-(5-heptyl-1,3-dioxan-2-yl)-ethane). Reaction SMILES: [CH2:1]([C:6]1[CH:11]=[CH:10][C:9]([C:12]2[CH:17]=[CH:16][C:15]([CH2:18][CH2:19][CH:20]=[O:21])=[CH:14][C:13]=2[F:22])=[CH:8][CH:7]=1)[CH2:2][CH2:3][CH2:4][CH3:5].C1OC1.[Cr](Cl)([O-])(=O)=O.[NH+]1C=CC=CC=1.[CH2:37]([CH:44]([CH2:47]O)[CH2:45][OH:46])[CH2:38][CH2:39][CH2:40][CH2:41][CH2:42][CH3:43].C1(C)C=CC(S(O)(=O)=O)=CC=1>C1(C)C=CC=CC=1.O>[CH2:1]([C:6]1[CH:7]=[CH:8][C:9]([C:12]2[CH:17]=[CH:16][C:15]([CH2:18][CH2:19][CH:20]3[O:46][CH2:45][CH:44]([CH2:37][CH2:38][CH2:39][CH2:40][CH2:41][CH2:42][CH3:43])[CH2:47][O:21]3)=[CH:14][C:13]=2[F:22])=[CH:10][CH:11]=1)[CH2:2][CH2:3][CH2:4][CH3:5] |f:2.3|. Procedure: 6 g of 3-(4'-pentyl-2-fluorobiphenyl-4-yl)-propionaldehyde (obtainable by reaction of 4-(2-fluoro-4'-pentylbiphenylyl)-magnesium bromide with ethylene oxide and subsequent oxidation of the resulting alcohol with pyridinium chlorochromate) and 3.5 g of 2-heptylpropane-1,3-diol are heated with a spatula tip of p-toluenesulfonic acid in 100 ml of toluene, using a water separator, until no further water is foamed. After cooling, the mixture is washed with bicarbonate solution and water until neutral... Starting materials: FC(C(=C)F)(F)F (1,1,1,2-tetrafluoropropene), FC(C(C)F)(F)F (1,1,1,2-tetrafluoropropane). The product is F (hydrogen fluoride), FC(C(CF)F)(F)F (1,1,1,2,3-pentafluoropropane). RXN SMILES: [F:1][C:2]([F:7])([F:6])[C:3]([F:5])=[CH2:4].[F:8]C(F)(F)C(F)C>>[FH:1].[F:1][C:2]([F:7])([F:6])[CH:3]([F:5])[CH2:4][F:8]. Procedure details: In one embodiment, 1,1,1,2,3-pentafluoropropane is prepared by hydrogenation of 1,1,1,2,3-pentafluoro-2-propene. In another embodiment, 1,1,1,2,3-pentafluoropropene is prepared by hydrogenation of 1,1,1,2,3-pentafluoro-2,3,3-trichloropropane (CFC-215bb). In some embodiments, hydrogen fluoride is produced as a by-product via the unintended dehydrofluorination of 1,1,1,2,3-pentafluoropropane over a hydrogenation catalyst, to produce 1,1,1,2-tetrafluoropropene and hydrogen fluoride. Under the hydro... Starting materials: [Al+3], C1CCOC1, [Cl-], COC(=O)c1ccc(Cl)nc1CN1CCOCC1, [H-], [H-], [H-], [H-], [Li+], [NH4+]. Yields the product OCc1ccc(Cl)nc1CN1CCOCC1. Reaction SMILES: [Al+3:20].[CH2:27]1[O:28][CH2:29][CH2:30][CH2:31]1.[Cl-:25].[Cl:1][c:2]1[cH:3][cH:4][c:5]([C:15](=[O:16])[O:17][CH3:18])[c:6]([CH2:8][N:9]2[CH2:10][CH2:11][O:12][CH2:13][CH2:14]2)[n:7]1.[H-:19].[H-:22].[H-:23].[H-:24].[Li+:21].[NH4+:26]>>[Cl:1][c:2]1[cH:3][cH:4][c:5]([CH2:15][OH:16])[c:6]([CH2:8][N:9]2[CH2:10][CH2:11][O:12][CH2:13][CH2:14]2)[n:7]1.